Dataset: the Open Reaction Database (ORD), a public repository of structured organic reaction records. Task: describe an organic reaction: reactants, conditions, products, and yield The reactants are C(C#C)O (propargyl alcohol), N1=CC=CC=C1 (pyridine), CC1=CC=C(O1)CC=CCl (3-(5-methylfuran-2-yl)-propenyl chloride), O1CCCC1 (tetrahydrofuran). Run at time 12 hour. Product: CC1=CC=C(O1)C=CC(=O)OCC#C (propargyl 3-(5-methylfuran-2-yl)-propenoate). RXN SMILES: [CH3:1][C:2]1[O:6][C:5]([CH2:7][CH:8]=[CH:9]Cl)=[CH:4][CH:3]=1.[CH2:11]([OH:14])[C:12]#[CH:13].N1C=CC=CC=1.[O:21]1CCCC1>>[CH3:1][C:2]1[O:6][C:5]([CH:7]=[CH:8][C:9]([O:14][CH2:11][C:12]#[CH:13])=[O:21])=[CH:4][CH:3]=1. Reported procedure: A solution of 11.5 g of 3-(5-methylfuran-2-yl)-propenyl chloride in 30 ml of absolute tetrahydrofuran was cooled to 0° to 5° C., and 4.2 g of propargyl alcohol and 20 ml of pyridine were added. The mixture was stirred for 12 hours at room temperature, the precipitated hydrochloride was filtered off and concentrated under reduced pressure, and the concentrate taken up in 200 ml of ethyl acetate and 50 ml of water. After washing three times with water, drying over Na2SO4 and removal of the solvent...